This data is from the Open Reaction Database (ORD), a public repository of structured organic reaction records. The task is: describe an organic reaction: reactants, conditions, products, and yield Reactants: CN1CC[C@]23C4=C5C=CC(=C4O[C@H]2C(=CC=C3[C@H]1C5)OC)OC (thebaine), CN1CC[C@]23C4=C5C=CC(=C4O[C@H]2C(=O)CC[C@H]3[C@H]1C5)OC (Hydrocodone), CN1CC[C@]23C4=C5C=CC(=C4O[C@H]2C(=O)C=C[C@H]3[C@H]1C5)OC (codeinone). Product: CN1CC[C@]23C4=C5C=CC(=C4O[C@H]2C(=O)C=C[C@H]3[C@H]1C5)OC (codeinone), CN1CC[C@]23C4=C5C=CC(=C4O[C@H]2[C@H](C=C[C@H]3[C@H]1C5)O)OC (codeine), CN1CC[C@]23C4=C5C=CC(=C4O[C@H]2C(=CC=C3[C@H]1C5)OC)OC (thebaine). Reaction SMILES: [CH3:1][N:2]1[C@@H:19]2[CH2:20][C:7]3[CH:8]=[CH:9][C:10]([O:21][CH3:22])=[C:11]4[O:12][C@H:13]5[C:14]([CH2:16][CH2:17][C@@H:18]2[C@:5]5([C:6]=34)[CH2:4][CH2:3]1)=[O:15].[CH3:23][N:24]1[C@@H:41]2[CH2:42][C:29]3[CH:30]=[CH:31][C:32]([O:43][CH3:44])=[C:33]4[O:34][C@H:35]5[C:36]([CH:38]=[CH:39][C@@H:40]2[C@:27]5([C:28]=34)[CH2:26][CH2:25]1)=[O:37].[CH3:45][N:46]1[C@@H:62]2[CH2:63][C:51]3[CH:52]=[CH:53][C:54]([O:66][CH3:67])=[C:55]4[O:56][C@H:57]5[C:58]([O:64][CH3:65])=[CH:59][CH:60]=[C:61]2[C@:49]5([C:50]=34)[CH2:48][CH2:47]1>>[CH3:1][N:2]1[C@@H:19]2[CH2:20][C:7]3[CH:8]=[CH:9][C:10]([O:21][CH3:22])=[C:11]4[O:12][C@H:13]5[C:14]([CH:16]=[CH:17][C@@H:18]2[C@:5]5([C:6]=34)[CH2:4][CH2:3]1)=[O:15].[CH3:23][N:24]1[C@@H:41]2[CH2:42][C:29]3[CH:30]=[CH:31][C:32]([O:43][CH3:44])=[C:33]4[O:34][C@H:35]5[C@@H:36]([OH:37])[CH:38]=[CH:39][C@@H:40]2[C@:27]5([C:28]=34)[CH2:26][CH2:25]1.[CH3:45][N:46]1[C@@H:62]2[CH2:63][C:51]3[CH:52]=[CH:53][C:54]([O:66][CH3:67])=[C:55]4[O:56][C@H:57]5[C:58]([O:64][CH3:65])=[CH:59][CH:60]=[C:61]2[C@:49]5([C:50]=34)[CH2:48][CH2:47]1. Procedure: Hydrocodone has been prepared by reduction of codeinone (Arch. Pharm (1920), 258, 295; J. Am Chem. Soc (1950), 72, 3247, U.S. Pat. No. 5,571,685) or thebaine (DE Pat. No. 441,613). However, since codeinone is obtained by oxidation of codeine in low to moderate yields, and thebaine is a relatively scarce alkaloid, these methods have little practical value. The product is CC1(C)CC(=O)c2cc3c(cc2O1)OCO3. Reactants: BrCBr, [Na+], [OH-], O, CC1(C)CC(=O)c2cc(O)c(O)cc2O1. RXN SMILES: [Br:1][CH2:2][Br:3].[Na+:20].[OH-:19].[OH2:21].[OH:4][c:5]1[cH:6][c:7]2[c:12]([cH:13][c:14]1[OH:15])[O:11][C:10]([CH3:16])([CH3:17])[CH2:9][C:8]2=[O:18]>>[CH2:2]1[O:4][c:5]2[cH:6][c:7]3[c:12]([cH:13][c:14]2[O:15]1)[O:11][C:10]([CH3:16])([CH3:17])[CH2:9][C:8]3=[O:18]. The reactants are CCN(CC)P1(=NC(C)(C)C)NCCCN1C (2-tert-butylimino-2-diethylamino-1,3-dimethyl-perhydro-1,3,2-diazaphosphorine on polystyrene), FC=1C=CC2=C(N(C=N2)C2=NC=C3NC(N(C3=N2)[C@@H]2CCOC3=C(C=CC=C23)F)=S)C1 (2-(6-Fluoro-1H-benzo[d]imidazol-1-yl)-9-((R)-8-fluorochroman-4-yl)-7H-purine-8(9H)-thione), IC (iodomethane). Solvent: C(C)#N (acetonitrile). Conditions: time 30 minute. Product: FC=1C=CC2=C(N(C=N2)C2=NC=C3NC(N(C3=N2)[C@@H]2CCOC3=C(C=CC=C23)F)SC)C1 (2-(6-Fluoro-1H-benzo[d]imidazol-1-yl)-9-((R)-8-fluorochroman-4-yl)-8-(methylthio)-8,9-dihydro-7H-purine). Yield: 51.6%. RXN SMILES: [F:1][C:2]1[CH:3]=[CH:4][C:5]2[N:9]=[CH:8][N:7]([C:10]3[N:18]=[C:17]4[C:13]([NH:14][C:15](=[S:30])[N:16]4[C@H:19]4[C:28]5[C:23](=[C:24]([F:29])[CH:25]=[CH:26][CH:27]=5)[O:22][CH2:21][CH2:20]4)=[CH:12][N:11]=3)[C:6]=2[CH:31]=1.[CH3:32]CN(P1(N(C)CCCN1)=NC(C)(C)C)CC.IC>C(#N)C>[F:1][C:2]1[CH:3]=[CH:4][C:5]2[N:9]=[CH:8][N:7]([C:10]3[N:18]=[C:17]4[C:13]([NH:14][CH:15]([S:30][CH3:32])[N:16]4[C@H:19]4[C:28]5[C:23](=[C:24]([F:29])[CH:25]=[CH:26][CH:27]=5)[O:22][CH2:21][CH2:20]4)=[CH:12][N:11]=3)[C:6]=2[CH:31]=1. Procedure: 2-(6-Fluoro-1H-benzo[d]imidazol-1-yl)-9-((R)-8-fluorochroman-4-yl)-7H-purine-8(9H)-thione (4 mg, 0.009 mmol) was dissolved in 1 mL anhydrous acetonitrile, add 25 mg (0.054 mmol) 2-tert-butylimino-2-diethylamino-1,3-dimethyl-perhydro-1,3,2-diazaphosphorine on polystyrene (Fluka), then 3 microliter iodomethane. The mixture was stirred at room temperature for 30 minutes. After concentration in vacuo, the residue was purified by silica gel column chromatography eluting with 2% MeOH in DCM and EtOAc ...